From a dataset of the Open Reaction Database (ORD), a public repository of structured organic reaction records. describe an organic reaction: reactants, conditions, products, and yield The reactants are [H-].[Na+] (sodium hydride), C(Cl)Cl (methylene chloride), N1CCOCC1 (morpholine), C(Cl)C1CO1 (epichlorohydrin). The solvent is O1CCCC1 (tetrahydrofuran). Run at time 48 hour. The product is O1CCN(CC1)CC1CO1 (1-morpholino-2,3-epoxypropane). Isolated yield 18.5%. RXN SMILES: [H-].[Na+].[NH:3]1[CH2:8][CH2:7][O:6][CH2:5][CH2:4]1.[CH2:9]([CH:11]1[O:13][CH2:12]1)Cl.C(Cl)Cl>O1CCCC1>[O:6]1[CH2:7][CH2:8][N:3]([CH2:9][CH:11]2[O:13][CH2:12]2)[CH2:4][CH2:5]1 |f:0.1|. Procedure details: 0.87 g (20 mmole) of sodium hydride (as a 55% w/w suspension in mineral oil) were suspended in 20 ml of tetrahydrofuran. 1.74 g (20 mmole) of morpholine and subsequently 1.85 g (20 mmole) of epichlorohydrin were then added, whilst ice-cooling, to this suspension, and the reaction mixture was allowed to stand at room temperature for 48 hours. At the end of this time, methylene chloride was added to the reaction mixture, and the organic layer was separated, washed with a saturated aqueous solution... Reactants: C(CC)(=O)OCOC(=O)C=1N2C(C(C2SCC1COC(C)=O)N)=O (3-[(acetyloxy)methyl]-7-amino-8-oxo-5-thia-1-azabicyclo[4.2.0]oct-2-ene-2-carboxylic acid propionyloxymethyl ester), ClCC1=CC=C(C=C1)C(C(=O)O)C(=O)O (p-chloromethylphenylmalonic acid), 7-amino-cephalosporanic acid ester. Run in C(CC)O (propanol), C(Cl)Cl (methylene chloride). Yields the product C(CC)(=O)OCOC(=O)C=1N2C(C(C2SCC1COC(C)=O)NC(C(C(=O)O)C1=CC=C(C=C1)CCl)=O)=O (3-[(acetyloxy)-methyl]-7-[[2-[4-(chloromethyl)phenyl]-2-carboxyacetyl]-amino]-8-oxo-5-thia-1-azabicyclo[4.2.0]-oct-2-ene-2-carboxylic acid propionyloxymethyl ester). Reaction SMILES: [Cl:1][CH2:2][C:3]1[CH:8]=[CH:7][C:6]([CH:9]([C:13]([OH:15])=O)[C:10]([OH:12])=[O:11])=[CH:5][CH:4]=1.[C:16]([O:20][CH2:21][O:22][C:23]([C:25]1[N:26]2[CH:29]([S:30][CH2:31][C:32]=1[CH2:33][O:34][C:35](=[O:37])[CH3:36])[CH:28]([NH2:38])[C:27]2=[O:39])=[O:24])(=[O:19])[CH2:17][CH3:18]>C(Cl)Cl.C(O)CC>[C:16]([O:20][CH2:21][O:22][C:23]([C:25]1[N:26]2[CH:29]([S:30][CH2:31][C:32]=1[CH2:33][O:34][C:35](=[O:37])[CH3:36])[CH:28]([NH:38][C:13](=[O:15])[CH:9]([C:6]1[CH:5]=[CH:4][C:3]([CH2:2][Cl:1])=[CH:8][CH:7]=1)[C:10]([OH:12])=[O:11])[C:27]2=[O:39])=[O:24])(=[O:19])[CH2:17][CH3:18]. Procedure: α-Carboxy-p-chloromethylphenylacetylnitrophenyl polymer prepared as in the procedure of Example 22, carrying four m. mole of p-chloromethylphenylmalonic acid was suspended for about 8 hours in 20 ml of dry methylene chloride solution containing 1 millimole of 3-[(acetyloxy)methyl]-7-amino-8-oxo-5-thia-1-azabicyclo[4.2.0]oct-2-ene-2-carboxylic acid propionyloxymethyl ester. After only traces of the 7-amino-cephalosporanic acid ester derivative remain in solution, which is determined by thin layer... Reactants: ClCCCCC1=CNC2=CC=C(C=C12)OC (3-(4-chlorobutyl)-5-methoxyindole), N1C=C(C2=CC=CC=C12)C1CCNCC1 (4-(indol-3-yl)piperidine), C(=O)(OC(C)(C)C)N1CCC(CC1)=O (N-BOC-4-piperidone). Conditions: time 8 hour. Yields the product Cl.COC=1C=C2C(=CNC2=CC1)CCCCN1CCC(CC1)C1=CNC2=CC=CC=C12 (3-[1-(4-(5-methoxyindol-3-yl)-butyl)-4-piperidyl]indole, hydrochloride). As a reaction SMILES: [Cl:1][CH2:2][CH2:3][CH2:4][CH2:5][C:6]1[C:14]2[C:9](=[CH:10][CH:11]=[C:12]([O:15][CH3:16])[CH:13]=2)[NH:8][CH:7]=1.[NH:17]1[C:25]2[C:20](=[CH:21][CH:22]=[CH:23][CH:24]=2)[C:19]([CH:26]2[CH2:31][CH2:30][NH:29][CH2:28][CH2:27]2)=[CH:18]1.C(N1CCC(=O)CC1)(OC(C)(C)C)=O>>[ClH:1].[CH3:16][O:15][C:12]1[CH:13]=[C:14]2[C:9](=[CH:10][CH:11]=1)[NH:8][CH:7]=[C:6]2[CH2:5][CH2:4][CH2:3][CH2:2][N:29]1[CH2:30][CH2:31][CH:26]([C:19]2[C:20]3[C:25](=[CH:24][CH:23]=[CH:22][CH:21]=3)[NH:17][CH:18]=2)[CH2:27][CH2:28]1 |f:3.4|. Reported procedure: 1.2 g of 3-(4-chlorobutyl)-5-methoxyindole [obtainable by reaction of 5-methoxyindole with 4-chlorobutyryl chloride to give 3-(4-chlorobutyryl)-5-methoxyindole and subsequent reduction with diborane] and 1.0 g of 4-(indol-3-yl)piperidine [obtainable by reaction of N-BOC-4-piperidone with indole, subsequent dehydration and hydrogenation of the resulting double bond, and removal of the protective group] are dissolved in 200 ml of acetonitrile and the mixture is stirred at room temperature for 8 ho...